Dataset: the Open Reaction Database (ORD), a public repository of structured organic reaction records. Task: describe an organic reaction: reactants, conditions, products, and yield Starting materials: NCC1=CC=C(C(=O)O)C=C1 (4-(Aminomethyl)benzoic acid), [H-].[Al+3].[Li+].[H-].[H-].[H-] (lithium aluminium hydride), C1CCOC1.O (THF water), [OH-].[Na+] (sodium hydroxide). Run in C1CCOC1 (THF), O (water). Product: NCC1=CC=C(CO)C=C1 (4-(aminomethyl)benzyl alcohol). The yield is 38.7%. Reaction SMILES: [NH2:1][CH2:2][C:3]1[CH:11]=[CH:10][C:6]([C:7](O)=[O:8])=[CH:5][CH:4]=1.[H-].[Al+3].[Li+].[H-].[H-].[H-].C1COCC1.O.[OH-].[Na+]>C1COCC1.O>[NH2:1][CH2:2][C:3]1[CH:11]=[CH:10][C:6]([CH2:7][OH:8])=[CH:5][CH:4]=1 |f:1.2.3.4.5.6,7.8,9.10|. Procedure: A! 4-(Aminomethyl)benzoic acid (20 g, 0.132 mole) was added to a suspension of lithium aluminium hydride (5.5 g, 0,145 moles) in 300 ml of THF, at room temperature. The suspension was refluxed for 4 hours, the cooled to room temperature and added with, successively, a mixture THF/water 7:1 (32 ml), 32% sodium hydroxide (10 ml) and water (40 ml). The formed solid was filtered off and the solvent evaporated under vacuum to provide 7 g of 4-(aminomethyl)benzyl alcohol che was directly used in the n...